From a dataset of the Open Reaction Database (ORD), a public repository of structured organic reaction records. describe an organic reaction: reactants, conditions, products, and yield Starting materials: BrC1=CC=C(C=C1)C1=C(C(=NO1)C)CNC=1OC(=NN1)C1=CC=CC=C1 ([5-(4-bromo-phenyl)-3-methyl-isoxazol-4-ylmethyl]-(5-phenyl-[1,3,4]oxadiazol-2-yl)-amine), C(C)OC(=O)C1(CC1)C1=CC=C(C=C1)B1OC(C(O1)(C)C)(C)C (1-[4-(4,4,5,5-tetramethyl-[1,3,2]dioxaborolan-2-yl)-phenyl]-cyclopropanecarboxylic acid ethyl ester). Yields the product C(C)OC(=O)C1(CC1)C1=CC=C(C=C1)C1=CC=C(C=C1)C1=C(C(=NO1)C)CNC=1OC(=NN1)C1=CC=CC=C1 (1-(4′-{3-Methyl-4-[(5-phenyl-[1,3,4]oxadiazol-2-ylamino)-methyl]-isoxazol-5-yl}-biphenyl-4-yl)-cyclopropanecarboxylic acid ethyl ester). As a reaction SMILES: Br[C:2]1[CH:7]=[CH:6][C:5]([C:8]2[O:12][N:11]=[C:10]([CH3:13])[C:9]=2[CH2:14][NH:15][C:16]2[O:17][C:18]([C:21]3[CH:26]=[CH:25][CH:24]=[CH:23][CH:22]=3)=[N:19][N:20]=2)=[CH:4][CH:3]=1.[CH2:27]([O:29][C:30]([C:32]1([C:35]2[CH:40]=[CH:39][C:38](B3OC(C)(C)C(C)(C)O3)=[CH:37][CH:36]=2)[CH2:34][CH2:33]1)=[O:31])[CH3:28]>>[CH2:27]([O:29][C:30]([C:32]1([C:35]2[CH:40]=[CH:39][C:38]([C:2]3[CH:3]=[CH:4][C:5]([C:8]4[O:12][N:11]=[C:10]([CH3:13])[C:9]=4[CH2:14][NH:15][C:16]4[O:17][C:18]([C:21]5[CH:22]=[CH:23][CH:24]=[CH:25][CH:26]=5)=[N:19][N:20]=4)=[CH:6][CH:7]=3)=[CH:37][CH:36]=2)[CH2:33][CH2:34]1)=[O:31])[CH3:28]. Reported procedure: Prepared according to the procedure described in Example 1, Step 10, using [5-(4-bromo-phenyl)-3-methyl-isoxazol-4-ylmethyl]-(5-phenyl-[1,3,4]oxadiazol-2-yl)-amine and 1-[4-(4,4,5,5-tetramethyl-[1,3,2]dioxaborolan-2-yl)-phenyl]-cyclopropanecarboxylic acid ethyl ester. Starting materials: CCOC(=O)c1noc(C(CCCC2CCCCC2)CC(=O)OC(C)(C)C)n1, ClCCl, O=C(O)C(F)(F)F. Yields the product CCOC(=O)c1noc(C(CCCC2CCCCC2)CC(=O)O)n1. As a reaction SMILES: [C:1]([CH3:2])([CH3:3])([CH3:4])[O:5][C:6]([CH2:7][CH:8]([CH2:9][CH2:10][CH2:11][CH:12]1[CH2:13][CH2:14][CH2:15][CH2:16][CH2:17]1)[c:18]1[n:19][c:20]([C:23](=[O:24])[O:25][CH2:26][CH3:27])[n:21][o:22]1)=[O:28].[Cl:36][CH2:37][Cl:38].[OH:29][C:30]([C:31]([F:32])([F:33])[F:34])=[O:35]>>[O:5]=[C:6]([CH2:7][CH:8]([CH2:9][CH2:10][CH2:11][CH:12]1[CH2:13][CH2:14][CH2:15][CH2:16][CH2:17]1)[c:18]1[n:19][c:20]([C:23](=[O:24])[O:25][CH2:26][CH3:27])[n:21][o:22]1)[OH:28]. Reactants: CS(C)=O, CCOC(C)=O, O=S(=O)(c1ccccc1)c1ccc2c(Cl)cnc(Cl)c2c1, Cl, [H-], N=C(N)N, [Na+], O. Yields the product N=C(N)Nc1ncc(Cl)c2ccc(S(=O)(=O)c3ccccc3)cc12. Reaction SMILES: [CH3:30][S:31]([CH3:32])=[O:33].[CH3:34][CH2:35][O:36][C:37]([CH3:38])=[O:39].[Cl:8][c:9]1[n:10][cH:11][c:12]([Cl:28])[c:13]2[cH:14][cH:15][c:16]([S:19](=[O:20])(=[O:21])[c:22]3[cH:23][cH:24][cH:25][cH:26][cH:27]3)[cH:17][c:18]12.[ClH:3].[H-:2].[NH2:4][C:5](=[NH:6])[NH2:7].[Na+:1].[OH2:29]>>[NH:4]=[C:5]([NH:6][c:9]1[n:10][cH:11][c:12]([Cl:28])[c:13]2[cH:14][cH:15][c:16]([S:19](=[O:20])(=[O:21])[c:22]3[cH:23][cH:24][cH:25][cH:26][cH:27]3)[cH:17][c:18]12)[NH2:7]. Starting materials: FC1=C(C(=CC(=C1)OC)F)C(C(=O)O)OCC ((RS)-(2,6-Difluoro-4-methoxy-phenyl)-ethoxy-acetic acid), NCC1=C(C=C(C#N)C=C1)Cl (4-aminomethyl-3-chlorobenzonitrile). Product: ClC1=C(CNC(C(OCC)C2=C(C=C(C=C2F)OC)F)=O)C=CC(=C1)C#N ((RS)-N-(2-chloro-4-cyano-benzyl)-2-(2,6-difluoro-4-methoxy-phenyl)-2-ethoxy-acetamide). As a reaction SMILES: [F:1][C:2]1[CH:7]=[C:6]([O:8][CH3:9])[CH:5]=[C:4]([F:10])[C:3]=1[CH:11]([O:15][CH2:16][CH3:17])[C:12]([OH:14])=O.[NH2:18][CH2:19][C:20]1[CH:27]=[CH:26][C:23]([C:24]#[N:25])=[CH:22][C:21]=1[Cl:28]>>[Cl:28][C:21]1[CH:22]=[C:23]([C:24]#[N:25])[CH:26]=[CH:27][C:20]=1[CH2:19][NH:18][C:12](=[O:14])[CH:11]([C:3]1[C:4]([F:10])=[CH:5][C:6]([O:8][CH3:9])=[CH:7][C:2]=1[F:1])[O:15][CH2:16][CH3:17]. Procedure details: (RS)-(2,6-Difluoro-4-methoxy-phenyl)-ethoxy-acetic acid was coupled with 4-aminomethyl-3-chlorobenzonitrile (CAS 202521-97-9) according to general procedure C to give (RS)-N-(2-chloro-4-cyano-benzyl)-2-(2,6-difluoro-4-methoxy-phenyl)-2-ethoxy-acetamide. Colorless oil. MS 395.0 ([M+H]+) Reactants: C1(=CC=CC=C1)S(=O)(=O)N1C(C1)C1=CC(=CC=C1)Br (1-benzenesulfonyl-2-(3-bromo-phenyl)-aziridine), [I-].[Na+] (sodium iodide), C(C)(C)N=C=O (isopropyl isocyanate). The solvent is O1CCCC1 (tetrahydrofuran). The product is C1(=CC=CC=C1)S(=O)(=O)N1C(N(C(C1)C1=CC(=CC=C1)Br)C(C)C)=O (1-benzenesulfonyl-4-(3-bromo-phenyl)-3-isopropyl-imidazolidin-2-one). RXN SMILES: [C:1]1([S:7]([N:10]2[CH2:12][CH:11]2[C:13]2[CH:18]=[CH:17][CH:16]=[C:15]([Br:19])[CH:14]=2)(=[O:9])=[O:8])[CH:6]=[CH:5][CH:4]=[CH:3][CH:2]=1.[I-].[Na+].[CH:22]([N:25]=[C:26]=[O:27])([CH3:24])[CH3:23]>O1CCCC1>[C:1]1([S:7]([N:10]2[CH2:12][CH:11]([C:13]3[CH:18]=[CH:17][CH:16]=[C:15]([Br:19])[CH:14]=3)[N:25]([CH:22]([CH3:24])[CH3:23])[C:26]2=[O:27])(=[O:8])=[O:9])[CH:2]=[CH:3][CH:4]=[CH:5][CH:6]=1 |f:1.2|. Procedure details: In analogy to example 1, step 2,1-benzenesulfonyl-2-(3-bromo-phenyl)-aziridine (example 5, step 1) was reacted with sodium iodide and isopropyl isocyanate in tetrahydrofuran to give 1-benzenesulfonyl-4-(3-bromo-phenyl)-3-isopropyl-imidazolidin-2-one as a colorless oil.